Dataset: the Open Reaction Database (ORD), a public repository of structured organic reaction records. Task: describe an organic reaction: reactants, conditions, products, and yield Reactants: ClC=1C(=NN(C1)C[C@@H]1CC[C@H](CC1)NC(C1=C(C=CC(=C1)C(F)(F)F)Cl)=O)C(=O)OCC (Ethyl 4-chloro-1-((trans-4-(2-chloro-5-(trifluoromethyl)benzamido)cyclohexyl)methyl)-1H-pyrazole-3-carboxylate), [H-].[H-].[H-].[H-].[Li+].[Al+3] (LiAlH4). The solvent is C1CCOC1 (THF). Conditions: temperature 0 celsius. The product is ClC1=C(C(=O)N[C@@H]2CC[C@H](CC2)CN2N=C(C(=C2)Cl)CO)C=C(C=C1)C(F)(F)F (Trans-2-Chloro-N-[4-(4-chloro-3-hydroxymethyl-pyrazol-1-ylmethyl)-cyclohexyl]-5-trifluoromethyl-benzamide). Reaction SMILES: [Cl:1][C:2]1[C:3]([C:28](OCC)=[O:29])=[N:4][N:5]([CH2:7][C@H:8]2[CH2:13][CH2:12][C@H:11]([NH:14][C:15](=[O:27])[C:16]3[CH:21]=[C:20]([C:22]([F:25])([F:24])[F:23])[CH:19]=[CH:18][C:17]=3[Cl:26])[CH2:10][CH2:9]2)[CH:6]=1.[H-].[H-].[H-].[H-].[Li+].[Al+3]>C1COCC1>[Cl:26][C:17]1[CH:18]=[CH:19][C:20]([C:22]([F:23])([F:25])[F:24])=[CH:21][C:16]=1[C:15]([NH:14][C@H:11]1[CH2:12][CH2:13][C@H:8]([CH2:7][N:5]2[CH:6]=[C:2]([Cl:1])[C:3]([CH2:28][OH:29])=[N:4]2)[CH2:9][CH2:10]1)=[O:27] |f:1.2.3.4.5.6|. Procedure details: A cooled (0° C.) solution of ethyl 4-chloro-1-((trans-4-(2-chloro-5-(trifluoromethyl)benzamido)cyclohexyl)methyl)-1H-pyrazole-3-carboxylate (step 1)(40 mg, 0.081 mmol) in THF (1 ml) was treated with LiAlH4 (6.1 mg, 0.162 mmol) and stirred at 0° C. After 3 h a grey suspension formed. The reaction was quenched by dropwise addition water (0.1 ml in THF 5 ml), followed by 1 M NaOH (0.1 ml) and water (0.3 ml). The reaction mixture was stirred and allowed to warm to RT overnight. The resulting mixture... Reactants: ClC1=CC=C(C=C1)S(=O)(=O)N([C@@H](CCCS(=O)(=O)NC)C)C1=C(C=CC(=C1)Cl)Cl (4-chloro-N-[2,5-dichlorophenyl]-N-[4-[(methylamino)sulfonyl]-1(R)-methylbutyl]benzenesulfonamide), C(CCCC)S(=O)(=O)Cl (pentylsulfonyl chloride), N1CCSCC1 (thiomorpholine). Yields the product ClC1=CC=C(C=C1)S(=O)(=O)N([C@@H](CCCS(=O)(=O)N1CCSCC1)C)C1=C(C=CC(=C1)Cl)Cl (4-chloro-N-[2,5-dichlorophenyl]-N-[4[(4-thiomorpholinyl)sulfonyl]-1(R)-methylbutyl]benzenesulfonamide). The yield is 64.0%. RXN SMILES: [Cl:1][C:2]1[CH:7]=[CH:6][C:5]([S:8]([N:11]([C:22]2[CH:27]=[C:26]([Cl:28])[CH:25]=[CH:24][C:23]=2[Cl:29])[C@H:12]([CH3:21])[CH2:13][CH2:14][CH2:15][S:16]([NH:19][CH3:20])(=[O:18])=[O:17])(=[O:10])=[O:9])=[CH:4][CH:3]=1.C(S(Cl)(=O)=O)CCCC.N1C[CH2:43][S:42][CH2:41][CH2:40]1>>[Cl:1][C:2]1[CH:7]=[CH:6][C:5]([S:8]([N:11]([C:22]2[CH:27]=[C:26]([Cl:28])[CH:25]=[CH:24][C:23]=2[Cl:29])[C@H:12]([CH3:21])[CH2:13][CH2:14][CH2:15][S:16]([N:19]2[CH2:40][CH2:41][S:42][CH2:43][CH2:20]2)(=[O:17])=[O:18])(=[O:10])=[O:9])=[CH:4][CH:3]=1. Procedure details: 4-chloro-N-[2,5-dichlorophenyl]-N-[4[(4-thiomorpholinyl)sulfonyl]-1(R)-methylbutyl]benzenesulfonamide was prepared analogous to 4-chloro-N-[2,5-dichlorophenyl]-N-[4-[(methylamino)sulfonyl]-1(R)-methylbutyl]benzenesulfonamide by reacting (4R)-4-[2,5-dichlorophenyl][4-chlorophenyl)sulfonyl]-amino]pentylsulfonyl chloride with thiomorpholine. Yield=64%; MS (ESI+), 571 (M+H)+. The reactants are O[C@H]1[C@H](O)[C@@H](O)[C@@H](O)CO1 (α-L-arabinose), [N+](=O)([O-])C (nitromethane), C[O-].[Na+] (sodium methoxide). The solvent is CO (methanol). Run at time 20 hour. Yields the product [N+](=O)([O-])C[C@@H](O)[C@H](O)[C@@H](O)[C@@H](O)CO (1-deoxy-1-nitro-L-glucitol). As a reaction SMILES: [OH:1][C@@H:2]1[O:10][CH2:9][C@H:7]([OH:8])[C@H:5]([OH:6])[C@H:3]1[OH:4].C[O-].[Na+].[N+:14]([CH3:17])([O-:16])=[O:15]>CO>[N+:14]([CH2:17][C@H:2]([C@@H:3]([C@H:5]([C@H:7]([CH2:9][OH:10])[OH:8])[OH:6])[OH:4])[OH:1])([O-:16])=[O:15] |f:1.2|. Procedure details: A suspension of commercial α-L-arabinose (100 g.) in absolute methanol (200 ml.) and dry nitromethane (360 ml.), in a 3-necked, 2-liter flask fitted with an efficient mechanical stirrer and a calcium chloride drying tube, was treated with a 1.3 N methanolic sodium methoxide solution (700 ml.). After 20 hr. of vigorous stirring, the precipitated sodium aci-nitro alcohols were collected by filtration and washed with a small volume of cold methanol followed by cold petroleum ether (60°-80°). The mo... Starting materials: CCOC(=O)C(C)c1nccnc1-c1ccc(Cl)cc1, CC(C(=O)O)c1nccnc1-c1ccc(Cl)cc1, CC(C(N)=O)c1nccnc1-c1ccc(Cl)cc1, Oc1nccnc1-c1ccc(Cl)cc1. Product: Clc1ccc(-c2nccnc2Cl)cc1. RXN SMILES: [CH3:15][CH:16]([c:17]1[c:18](-[c:19]2[cH:20][cH:21][c:22]([Cl:34])[cH:23][cH:24]2)[n:25][cH:26][cH:27][n:28]1)[C:29]([O:30][CH2:31][CH3:32])=[O:33].[CH3:35][CH:36]([c:37]1[c:38](-[c:39]2[cH:40][cH:41][c:42]([Cl:43])[cH:44][cH:45]2)[n:46][cH:47][cH:48][n:49]1)[C:50]([OH:51])=[O:52].[CH3:53][CH:54]([c:55]1[c:56](-[c:57]2[cH:58][cH:59][c:60]([Cl:61])[cH:62][cH:63]2)[n:64][cH:65][cH:66][n:67]1)[C:68]([NH2:69])=[O:70].[Cl:1][c:2]1[cH:3][cH:4][c:5](-[c:8]2[c:9]([OH:14])[n:10][cH:11][cH:12][n:13]2)[cH:6][cH:7]1>>[Cl:1][c:2]1[cH:3][cH:4][c:5](-[c:8]2[c:9]([Cl:34])[n:10][cH:11][cH:12][n:13]2)[cH:6][cH:7]1. Starting materials: COc1ccc2[nH]cc(-c3cc4c(OC)ncnc4n3S(=O)(=O)c3ccc(C)cc3)c2c1, CI, CN(C)C=O, [H-], [Na+]. The product is COc1ccc2c(c1)c(-c1cc3c(OC)ncnc3n1S(=O)(=O)c1ccc(C)cc1)cn2C. Reaction SMILES: [CH3:1][O:2][c:3]1[c:4]2[c:5]([n:6][cH:7][n:8]1)[n:9]([S:23](=[O:24])(=[O:25])[c:26]1[cH:27][cH:28][c:29]([CH3:32])[cH:30][cH:31]1)[c:10](-[c:12]1[cH:13][nH:14][c:15]3[cH:16][cH:17][c:18]([O:21][CH3:22])[cH:19][c:20]13)[cH:11]2.[CH3:35][I:36].[CH3:37][N:38]([CH3:39])[CH:40]=[O:41].[H-:33].[Na+:34]>>[CH3:1][O:2][c:3]1[c:4]2[c:5]([n:6][cH:7][n:8]1)[n:9]([S:23](=[O:24])(=[O:25])[c:26]1[cH:27][cH:28][c:29]([CH3:32])[cH:30][cH:31]1)[c:10](-[c:12]1[cH:13][n:14]([CH3:35])[c:15]3[cH:16][cH:17][c:18]([O:21][CH3:22])[cH:19][c:20]13)[cH:11]2. Starting materials: CCOC(C)(CC)CCCCC(C)=CCCO, CO, [H][H], c1ccccc1. Product: CCOC(C)(CC)CCCCC(C)CCCO. RXN SMILES: [CH2:7]([CH3:8])[O:9][C:10]([CH2:11][CH2:12][CH2:13][CH2:14][C:15](=[CH:16][CH2:17][CH2:18][OH:19])[CH3:20])([CH2:21][CH3:22])[CH3:23].[CH3:26][OH:27].[H:24][H:25].[cH:1]1[cH:2][cH:3][cH:4][cH:5][cH:6]1>>[CH2:7]([CH3:8])[O:9][C:10]([CH2:11][CH2:12][CH2:13][CH2:14][CH:15]([CH2:16][CH2:17][CH2:18][OH:19])[CH3:20])([CH2:21][CH3:22])[CH3:23]. Starting materials: [BH4-], CCc1csc(C=O)c1, CO, [Na+]. Product: CCc1csc(CO)c1. As a reaction SMILES: [BH4-:10].[CH2:1]([CH3:2])[c:3]1[cH:4][c:5]([CH:8]=[O:9])[s:6][cH:7]1.[CH3:12][OH:13].[Na+:11]>>[CH2:1]([CH3:2])[c:3]1[cH:4][c:5]([CH2:8][OH:9])[s:6][cH:7]1.